describe an organic reaction: reactants, conditions, products, and yield From a dataset of the Open Reaction Database (ORD), a public repository of structured organic reaction records. Starting materials: Cc1cc(Br)cc(C(N)=O)c1, ClC(Cl)Cl, O. The product is Cc1cc(Br)cc(C#N)c1. As a reaction SMILES: [Br:1][c:2]1[cH:3][c:4]([C:5](=[O:6])[NH2:7])[cH:8][c:9]([CH3:11])[cH:10]1.[Cl:13][CH:14]([Cl:15])[Cl:16].[OH2:12]>>[Br:1][c:2]1[cH:3][c:4]([C:5]#[N:7])[cH:8][c:9]([CH3:11])[cH:10]1. Procedure: The reaction procedure of Example 11 was followed except that 383 mg of 2-anilino-4H-pyrido[3,2-e]-1,3-thiazin-4-one, 14 mg of lithium hydride and 0.15 ml of isopropyl iodide were used. As a result, 144 mg of 3-isopropyl-2-phenylimino-2,3-dihydro-4H-pyrido[3,2-e]-1,3-thiazin-4-one was obtained. RXN SMILES: [NH:1]([C:8]1[S:9][C:10]2[N:18]=[CH:17][CH:16]=[CH:15][C:11]=2[C:12](=[O:14])[N:13]=1)[C:2]1[CH:7]=[CH:6][CH:5]=[CH:4][CH:3]=1.[H-].[Li+].[CH:21](I)([CH3:23])[CH3:22]>>[CH:21]([N:13]1[C:12](=[O:14])[C:11]2[CH:15]=[CH:16][CH:17]=[N:18][C:10]=2[S:9][C:8]1=[N:1][C:2]1[CH:3]=[CH:4][CH:5]=[CH:6][CH:7]=1)([CH3:23])[CH3:22] |f:1.2|. The reactants are N(C1=CC=CC=C1)C=1SC2=C(C(N1)=O)C=CC=N2 (2-anilino-4H-pyrido[3,2-e]-1,3-thiazin-4-one), [H-].[Li+] (lithium hydride), C(C)(C)I (isopropyl iodide). Yields the product C(C)(C)N1C(SC2=C(C1=O)C=CC=N2)=NC2=CC=CC=C2 (3-isopropyl-2-phenylimino-2,3-dihydro-4H-pyrido[3,2-e]-1,3-thiazin-4-one).